Dataset: the Open Reaction Database (ORD), a public repository of structured organic reaction records. Task: describe an organic reaction: reactants, conditions, products, and yield The reactants are ClC1(C(C(CCC1)(Cl)Cl)=O)Cl (2,2,6,6-tetrachlorocyclohexanone), CN(C)P(=O)(N(C)C)N(C)C (hexamethylphosphorotriamide). Product: ClC1=C(C(=CC=C1)Cl)O (2,6-dichlorophenol). Isolated yield 63.8%. Reaction SMILES: [Cl:1][C:2]1(Cl)[CH2:7][CH2:6][CH2:5][C:4](Cl)([Cl:8])[C:3]1=[O:10].CN(P(N(C)C)(N(C)C)=O)C>>[Cl:1][C:2]1[CH:7]=[CH:6][CH:5]=[C:4]([Cl:8])[C:3]=1[OH:10]. Reported procedure: 118 g (0.5 mol) of 2,2,6,6-tetrachlorocyclohexanone and 1 g (0.006 mol) of hexamethylphosphorotriamide were introduced into the reactor used in Example 1. The reaction mixture was heated at 150°-180° C., under stirring; the reaction was terminated when the evolution of hydrogen chloride from the reaction mixture ceased. The reaction mixture was then distilled under reduced pressure (boiling point (20 mm Hg)=100° C.) to yield 52 g of 2,6-dichlorophenol. Reactants: tetrabutylammonium salt, NC1=CC(=C(C(=O)NCCN(CC)CC)C=C1Cl)O (4-amino-5-chloro-N-[2-(diethylamino)ethyl]-2-hydroxybenzamide), ClCC(CC1=CC=CC=C1)=O (1-chloro-3-phenyl-2-propanone). Solvent: C(C)#N (acetonitrile). Yields the product NC1=CC(=C(C(=O)NCCN(CC)CC)C=C1Cl)OCC(CC1=CC=CC=C1)=O (4-Amino-5-chloro-N-[2-(diethylamino)ethyl]-2-(3-phenyl-2-propanon-1-yl)oxybenzamide). The yield is 40.5%. Reaction SMILES: [NH2:1][C:2]1[C:17]([Cl:18])=[CH:16][C:5]([C:6]([NH:8][CH2:9][CH2:10][N:11]([CH2:14][CH3:15])[CH2:12][CH3:13])=[O:7])=[C:4]([OH:19])[CH:3]=1.Cl[CH2:21][C:22](=[O:30])[CH2:23][C:24]1[CH:29]=[CH:28][CH:27]=[CH:26][CH:25]=1>C(#N)C>[NH2:1][C:2]1[C:17]([Cl:18])=[CH:16][C:5]([C:6]([NH:8][CH2:9][CH2:10][N:11]([CH2:12][CH3:13])[CH2:14][CH3:15])=[O:7])=[C:4]([O:19][CH2:21][C:22](=[O:30])[CH2:23][C:24]2[CH:29]=[CH:28][CH:27]=[CH:26][CH:25]=2)[CH:3]=1. Procedure details: A solution of the tetrabutylammonium salt of 4-amino-5-chloro-N-[2-(diethylamino)ethyl]-2-hydroxybenzamide (3.45 g, 6.5 mmoles) and 1-chloro-3-phenyl-2-propanone (1.1 g, 6.5 mmoles) in acetonitrile was stirred for 18 hours at 20°. After removal of the acetonitrile at reduced pressure, the residue was treated with water and extracted with methylene chloride. The residue, after concentration of the extracts, was chromatographed on alumina (grade III) using ethyl acetate from elution. Combination o... The reactants are C(C)(C)(C)C#C (tert-butylacetylene), C(CCC)N (n-butylamine), Cl/C=C/CN(CC1=CC=CC2=CC=CC=C12)C ((E)-N-(3-chloro-2-propenyl)-N-methyl-1-naphthalenemethanamine), tetrakis (triphenylphosphine)palladium. Reagents/catalysts: [Cu]I (copper (I) iodide). The solvent is O1CCCC1 (tetrahydrofuran). Run at time 17 hour. Yields the product Cl.CC(C#C/C=C/CN(CC1=CC=CC2=CC=CC=C12)C)(C)C ((E)-N-(6,6-Dimethyl-2-hepten-4-ynyl)-N-methyl-1-naphthalenemethanamine hydrochloride). Isolated yield 89.0%. RXN SMILES: [Cl:1]/[CH:2]=[CH:3]/[CH2:4][N:5]([CH3:17])[CH2:6][C:7]1[C:16]2[C:11](=[CH:12][CH:13]=[CH:14][CH:15]=2)[CH:10]=[CH:9][CH:8]=1.C(N)CCC.[C:23]([C:27]#[CH:28])([CH3:26])([CH3:25])[CH3:24]>[Cu]I.O1CCCC1>[ClH:1].[CH3:24][C:23]([CH3:26])([CH3:25])[C:27]#[C:28]/[CH:2]=[CH:3]/[CH2:4][N:5]([CH3:17])[CH2:6][C:7]1[C:16]2[C:11](=[CH:12][CH:13]=[CH:14][CH:15]=2)[CH:10]=[CH:9][CH:8]=1 |f:5.6|. Procedure details: To 33 ml of tetrahydrofuran were added 5.40 g (22 mmol) of (E)-N-(3-chloro-2-propenyl)-N-methyl-1-naphthalenemethanamine, 210 mg (1.1 mmol) of copper (I) iodide and 356 mg (0.31 mmol) of tetrakis (triphenylphosphine)palladium, and further, 4.35 ml (44 mmol) of n-butylamine and 2.83 ml (23.1 mmol) of tert-butylacetylene under ice cooling. The mixture was stirred for 17 hours at room temperature. The reaction mixture was concentrated and the residue was subjected to silica gel chromatography (n-he... The reactants are COC(=O)c1[nH]c(C(C)(C)C)cc1[N+](=O)[O-], C1CCOC1, CO, Cl, O. Product: CC(C)(C)c1cc([N+](=O)[O-])c(C(=O)O)[nH]1. As a reaction SMILES: [C:1]([CH3:2])([CH3:3])([CH3:4])[c:5]1[cH:6][c:7]([N+:14](=[O:15])[O-:16])[c:8]([C:10](=[O:11])[O:12][CH3:13])[nH:9]1.[CH2:19]1[O:20][CH2:21][CH2:22][CH2:23]1.[CH3:24][OH:25].[ClH:17].[OH2:18]>>[C:1]([CH3:2])([CH3:3])([CH3:4])[c:5]1[cH:6][c:7]([N+:14](=[O:15])[O-:16])[c:8]([C:10](=[O:11])[OH:12])[nH:9]1.